This data is from the Open Reaction Database (ORD), a public repository of structured organic reaction records. The task is: describe an organic reaction: reactants, conditions, products, and yield The reactants are COC(=O)C1N(CCSC1(C)C)S(=O)(=O)C1=CC=C(C=C1)O (4-(4-hydroxy-benzenesulfonyl}2,2-dimethyl-thiomorpholine3-carboxylic acid methyl ester), C(C1=CC=CC=C1)OC(C#CC)O ((benzyloxy)-2-butyn-1-ol). Product: C(C1=CC=CC=C1)OCC#CCOC1=CC=C(C=C1)S(=O)(=O)N1C(C(SCC1)(C)C)C(=O)OC (methyl 4-[(4-{[(benzyloxy)-2-butynyl]oxy)phenyl}-sulfonyl]-2,2-dimethyl-3- thiomorpholine carboxylate). The yield is 42.0%. As a reaction SMILES: [CH3:1][O:2][C:3]([CH:5]1[C:10]([CH3:12])([CH3:11])[S:9][CH2:8][CH2:7][N:6]1[S:13]([C:16]1[CH:21]=[CH:20][C:19]([OH:22])=[CH:18][CH:17]=1)(=[O:15])=[O:14])=[O:4].[CH2:23]([O:30][CH:31](O)[C:32]#[C:33][CH3:34])[C:24]1[CH:29]=[CH:28][CH:27]=[CH:26][CH:25]=1>>[CH2:23]([O:30][CH2:31][C:32]#[C:33][CH2:34][O:22][C:19]1[CH:18]=[CH:17][C:16]([S:13]([N:6]2[CH2:7][CH2:8][S:9][C:10]([CH3:12])([CH3:11])[CH:5]2[C:3]([O:2][CH3:1])=[O:4])(=[O:15])=[O:14])=[CH:21][CH:20]=1)[C:24]1[CH:29]=[CH:28][CH:27]=[CH:26][CH:25]=1. Procedure: According to the procedure of Step 4 of Example 243, Mitsunobu coupling of 0.345 g (1.0 mmol) of 4-(4-hydroxy-benzenesulfonyl}2,2-dimethyl-thiomorpholine3-carboxylic acid methyl ester and 0.211 g (1.2 mmol) of -(benzyloxy)-2-butyn-1-ol provided 0.211 g (42%) of methyl 4-[(4-{[(benzyloxy)-2-butynyl]oxy)phenyl}-sulfonyl]-2,2-dimethyl-3- thiomorpholine carboxylate as a pale yellow oil. Electrospray Mass Spec: 504.2 (M+H)+ The reactants are CC(O)C1CCCN(C(=O)OCc2ccccc2)C1, ClCCl, CS(=O)(=O)Cl, CCOC(C)=O, CCN(C(C)C)C(C)C, [N-]=[N+]=[N-], [Na+]. Product: CC(N)C1CCCN(C(=O)OCc2ccccc2)C1. As a reaction SMILES: [CH2:1]([c:2]1[cH:3][cH:4][cH:5][cH:6][cH:7]1)[O:8][C:9](=[O:10])[N:11]1[CH2:12][CH:13]([CH:17]([CH3:18])[OH:19])[CH2:14][CH2:15][CH2:16]1.[CH2:38]([Cl:39])[Cl:40].[CH3:29][S:30](=[O:31])(=[O:32])[Cl:33].[CH3:41][CH2:42][O:43][C:44]([CH3:45])=[O:46].[CH:20]([N:23]([CH:21]([CH3:22])[CH3:24])[CH2:25][CH3:26])([CH3:27])[CH3:28].[N-:35]=[N+:36]=[N-:37].[Na+:34]>>[CH2:1]([c:2]1[cH:3][cH:4][cH:5][cH:6][cH:7]1)[O:8][C:9](=[O:10])[N:11]1[CH2:12][CH:13]([CH:17]([CH3:18])[NH2:23])[CH2:14][CH2:15][CH2:16]1. Reactants: CCCC(C)O, COCCOc1cc2nccc(Cl)c2cc1OC, Cl, Nc1ccc2cn[nH]c2c1. Product: Cl, COCCOc1cc2nccc(Nc3ccc4cn[nH]c4c3)c2cc1OC. As a reaction SMILES: [CH3:30][CH:31]([OH:32])[CH2:33][CH2:34][CH3:35].[Cl:2][c:3]1[cH:4][cH:5][n:6][c:7]2[cH:8][c:9]([O:15][CH2:16][CH2:17][O:18][CH3:19])[c:10]([O:13][CH3:14])[cH:11][c:12]12.[ClH:1].[NH2:20][c:21]1[cH:22][cH:23][c:24]2[cH:25][n:26][nH:27][c:28]2[cH:29]1>>[ClH:2].[c:3]1([NH:20][c:21]2[cH:22][cH:23][c:24]3[cH:25][n:26][nH:27][c:28]3[cH:29]2)[cH:4][cH:5][n:6][c:7]2[cH:8][c:9]([O:15][CH2:16][CH2:17][O:18][CH3:19])[c:10]([O:13][CH3:14])[cH:11][c:12]12. The reactants are NC1=NC=CC(=C1)NC(=O)C=1N(C2=CC=C(C=C2C1)F)CC1=CC(=CC=C1)F (N-[2-aminopyrid-4-yl]-5-fluoro-1-[(3-fluoro-phenyl)methyl]-1H-indole-2-carboxamide), ClCC(C)=O (1-chloropropan-2-one). Run in C(C)#N (acetonitrile). Product: Compound 19, CC=1N=C2N(C=CC(=C2)NC(=O)C=2N(C3=CC=C(C=C3C2)F)CC2=CC(=CC=C2)F)C1 (N-(2-Methylimidazo[1,2-a]pyrid-7-yl)-5-fluoro-1-[(3-fluorophenyl)methyl]-1H-indole-2-carboxamide). The yield is 37.5%. As a reaction SMILES: [NH2:1][C:2]1[CH:7]=[C:6]([NH:8][C:9]([C:11]2[N:12]([CH2:21][C:22]3[CH:27]=[CH:26][CH:25]=[C:24]([F:28])[CH:23]=3)[C:13]3[C:18]([CH:19]=2)=[CH:17][C:16]([F:20])=[CH:15][CH:14]=3)=[O:10])[CH:5]=[CH:4][N:3]=1.Cl[CH2:30][C:31](=O)[CH3:32]>C(#N)C>[CH3:32][C:31]1[N:1]=[C:2]2[CH:7]=[C:6]([NH:8][C:9]([C:11]3[N:12]([CH2:21][C:22]4[CH:27]=[CH:26][CH:25]=[C:24]([F:28])[CH:23]=4)[C:13]4[C:18]([CH:19]=3)=[CH:17][C:16]([F:20])=[CH:15][CH:14]=4)=[O:10])[CH:5]=[CH:4][N:3]2[CH:30]=1. Procedure: Compound 19 was prepared according to a process similar to that described in step 10.2, by reacting 0.12 g (0.32 mmol) of N-[2-aminopyrid-4-yl]-5-fluoro-1-[(3-fluoro-phenyl)methyl]-1H-indole-2-carboxamide, prepared according to the protocol described in step 10.1, with 0.059 g (0.63 mmol) of 1-chloropropan-2-one in 4 mL of acetonitrile. 50 mg of the expected product are thus obtained. The reactants are CC=1C(=NC=CC1)OCC1CN(C(O1)C1=CC=CC=C1)C(C)CCC1=CC=CC=C1 (3-methyl-2-{[2-phenyl-3-(4-phenyl-2-butyl)-oxazolidin-5-yl]-methoxy}-pyridine), Cl (hydrochloric acid). Run in C(C)O (ethanol). Yields the product OC(COC1=NC=CC=C1C)CNC(CCC1=CC=CC=C1)C (2-[2'-hydroxy-3'-(1-methyl-3-phenyl-propylamino)-propoxy]-3-methyl-pyridine). RXN SMILES: [CH3:1][C:2]1[C:3]([O:8][CH2:9][CH:10]2[O:14]C(C3C=CC=CC=3)[N:12]([CH:21]([CH2:23][CH2:24][C:25]3[CH:30]=[CH:29][CH:28]=[CH:27][CH:26]=3)[CH3:22])[CH2:11]2)=[N:4][CH:5]=[CH:6][CH:7]=1.Cl>C(O)C>[OH:14][CH:10]([CH2:11][NH:12][CH:21]([CH3:22])[CH2:23][CH2:24][C:25]1[CH:26]=[CH:27][CH:28]=[CH:29][CH:30]=1)[CH2:9][O:8][C:3]1[C:2]([CH3:1])=[CH:7][CH:6]=[CH:5][N:4]=1. Procedure details: A solution of 45 g of crude 3-methyl-2-{[2-phenyl-3-(4-phenyl-2-butyl)-oxazolidin-5-yl]-methoxy}-pyridine in 200 ml of ethanol is hydrolysed with 120 ml of 4 N hydrochloric acid for 3 hours at 20° C. analogously to Example 31, and the mixture is worked up. Distillation in a bulb tube at 140°-150° C./0.04 mm Hg gives 2-[2'-hydroxy-3'-(1-methyl-3-phenyl-propylamino)-propoxy]-3-methyl-pyridine as a light yellow oil. The reactants are FC(C(=O)O)(F)F (Trifluoroacetic acid), C(C)(C)(C)OC(=O)N1CCC(CC1)C=1C(=NN(C1C(F)(F)F)C)OC (tert-butoxycarbonyl-4-(3-methoxy-1-methyl-5-(trifluoromethyl)-(1H)-pyrazol-4-yl)piperidine). The solvent is C(Cl)Cl (CH2Cl2). Run at time 2 hour. Product: COC1=NN(C(=C1C1CCNCC1)C(F)(F)F)C (4-(3-Methoxy-1-methyl-5-(trifluoromethyl)-(1H)-pyrazol-4-yl)piperidine). RXN SMILES: FC(F)(F)C(O)=O.C(OC([N:15]1[CH2:20][CH2:19][CH:18]([C:21]2[C:22]([O:31][CH3:32])=[N:23][N:24]([CH3:30])[C:25]=2[C:26]([F:29])([F:28])[F:27])[CH2:17][CH2:16]1)=O)(C)(C)C>C(Cl)Cl>[CH3:32][O:31][C:22]1[C:21]([CH:18]2[CH2:17][CH2:16][NH:15][CH2:20][CH2:19]2)=[C:25]([C:26]([F:28])([F:27])[F:29])[N:24]([CH3:30])[N:23]=1. Procedure: Trifluoroacetic acid (3.0 mL) was added to a solution of 1-(tert-butoxycarbonyl-4-(3-methoxy-1-methyl-5-(trifluoromethyl)-(1H)-pyrazol-4-yl)piperidine (150 mg, 0.41 mmol, from Step D) in CH2Cl2 (3.0 mL). After 2 h, the reaction was concentrated and the residue was dissolved in EtOAc (15 mL) and washed with saturated aq. NaHCO3 (6 mL) followed by saturated aq. NaCl (5 mL). The organic layer was dried (Na2SO4), decanted, and evaporated to give the title compound as a white solid. For the title com...